Dataset: the Open Reaction Database (ORD), a public repository of structured organic reaction records. Task: describe an organic reaction: reactants, conditions, products, and yield Starting materials: FC1=C(C=CC=C1F)NC1=C(C=NC=C1)NC(=O)C=1C(=NC=CC1)NC(C)(C)C (N-(4-(2,3-difluorophenylamino)pyridin-3-yl)-2-(tert-butylamino)pyridine-3-carboxamide), COC1=CC=C(C=C1)P1(SP(S1)(C1=CC=C(C=C1)OC)=S)=S (2,4-bis(4-methoxyphenyl)-1,3-dithia-2,4-diphosphetane-2,4-disulfide). Solvent: O1CCOCC1 (1,4-dioxane). Run at temperature 110 celsius. The product is C(C)(C)(C)NC1=NC=CC=C1C=1N(C2=C(C=NC=C2)N1)C1=C(C(=CC=C1)F)F (N-tert-butyl-3-(1-(2,3-difluorophenyl)-1H-imidazo[4,5-c]pyridin-2-yl)pyridin-2-amine). Yield: 41.9%. As a reaction SMILES: [F:1][C:2]1[C:7]([F:8])=[CH:6][CH:5]=[CH:4][C:3]=1[NH:9][C:10]1[CH:15]=[CH:14][N:13]=[CH:12][C:11]=1[NH:16][C:17]([C:19]1[C:20]([NH:25][C:26]([CH3:29])([CH3:28])[CH3:27])=[N:21][CH:22]=[CH:23][CH:24]=1)=O.COC1C=CC(P2(=S)SP(=S)(C3C=CC(OC)=CC=3)S2)=CC=1>O1CCOCC1>[C:26]([NH:25][C:20]1[C:19]([C:17]2[N:9]([C:3]3[CH:4]=[CH:5][CH:6]=[C:7]([F:8])[C:2]=3[F:1])[C:10]3[CH:15]=[CH:14][N:13]=[CH:12][C:11]=3[N:16]=2)=[CH:24][CH:23]=[CH:22][N:21]=1)([CH3:29])([CH3:28])[CH3:27]. Procedure: To a stirred solution of N-(4-(2,3-difluorophenylamino)pyridin-3-yl)-2-(tert-butylamino)pyridine-3-carboxamide (3.0 g, 7.55 mmol) in 1,4-dioxane (50 mL) was added 2,4-bis(4-methoxyphenyl)-1,3-dithia-2,4-diphosphetane-2,4-disulfide (Lawesson's reagent, 4.5 g, 11.3 mmol) at room temperature. The reaction mixture was heated at reflux (110° C.) for 10 hr. The reaction mixture was concentrated in vacuo and the resulting residue was taken in saturated aq. NaHCO3 solution (100 mL) and extracted with CH... As a reaction SMILES: [CH3:22][C:23]([O-:24])=[O:25].[O:26]1[CH2:27][CH2:28][CH2:29][CH2:30]1.[OH:1][CH:2]1[C:3]2([CH3:4])[CH:5]([CH2:6][CH2:7]1)[CH:8]1[CH:9]([CH3:21])[CH:10]=[C:11]3[CH2:12][C:13](=[O:20])[CH2:14][CH2:15][CH:16]3[CH:17]1[CH2:18][CH2:19]2>>[OH:1][CH:2]1[C:3]2([CH3:4])[CH:5]([CH2:6][CH2:7]1)[CH:8]1[CH:9]([CH3:21])[CH:10]=[C:11]3[CH2:12][CH:13]([O:20][C:23]([CH3:22])=[O:24])[CH2:14][CH2:15][CH:16]3[CH:17]1[CH2:18][CH2:19]2. Yields the product CC(=O)OC1CCC2C(=CC(C)C3C2CCC2(C)C(O)CCC32)C1. The reactants are CC(=O)[O-], C1CCOC1, CC1C=C2CC(=O)CCC2C2CCC3(C)C(O)CCC3C12. Reactants: Cc1ccccc1, COc1cccc(C(O)c2cccnc2Cl)c1. The product is COc1cccc(C(=O)c2cccnc2Cl)c1. Reaction SMILES: [CH3:18][c:19]1[cH:20][cH:21][cH:22][cH:23][cH:24]1.[Cl:1][c:2]1[n:3][cH:4][cH:5][cH:6][c:7]1[CH:8]([OH:9])[c:10]1[cH:11][c:12]([O:16][CH3:17])[cH:13][cH:14][cH:15]1>>[Cl:1][c:2]1[n:3][cH:4][cH:5][cH:6][c:7]1[C:8](=[O:9])[c:10]1[cH:11][c:12]([O:16][CH3:17])[cH:13][cH:14][cH:15]1. Reactants: [Si](C1=CC=CC=C1)(C1=CC=CC=C1)(C(C)(C)C)OCC1=CC=C(C(=C1N1C[C@H](O[C@H](C1)C)C)F)F ((2R,6S)-4-(6-((tert-butyldiphenylsilyloxy)methyl)-2,3-difluorophenyl)-2,6-dimethylmorpholine), [Si](C1=CC=CC=C1)(C1=CC=CC=C1)(C(C)(C)C)OCC1=CC=C(C(=C1N1C[C@H](O[C@H](C1)C)C)F)F ((2R,6S)-4-[6-({[tert-Butyl(diphenyl)silyl]oxy}methyl)-2,3-difluorophenyl]-2,6-dimethylmorpholine), CON(C(C1=CN=C(C=C1)C)=O)C (N-methoxy-N, 6-dimethylnicotinamide). Product: [Si](C1=CC=CC=C1)(C1=CC=CC=C1)(C(C)(C)C)OCC=1C(=C(C(=C(C1)C(=O)C=1C=NC(=CC1)C)F)F)N1C[C@H](O[C@H](C1)C)C ((5-((tert-butyldiphenylsilyloxy)methyl)-4-((2R,6S)-2,6-dimethylmorpholino)-2,3-difluorophenyl)(6-methylpyridin-3-yl)methanone). Reaction SMILES: [Si:1]([O:18][CH2:19][C:20]1[C:25]([N:26]2[CH2:31][C@H:30]([CH3:32])[O:29][C@H:28]([CH3:33])[CH2:27]2)=[C:24]([F:34])[C:23]([F:35])=[CH:22][CH:21]=1)([C:14]([CH3:17])([CH3:16])[CH3:15])([C:8]1[CH:13]=[CH:12][CH:11]=[CH:10][CH:9]=1)[C:2]1[CH:7]=[CH:6][CH:5]=[CH:4][CH:3]=1.CON(C)[C:39](=[O:47])[C:40]1[CH:45]=[CH:44][C:43]([CH3:46])=[N:42][CH:41]=1>>[Si:1]([O:18][CH2:19][C:20]1[C:25]([N:26]2[CH2:31][C@H:30]([CH3:32])[O:29][C@H:28]([CH3:33])[CH2:27]2)=[C:24]([F:34])[C:23]([F:35])=[C:22]([C:39]([C:40]2[CH:41]=[N:42][C:43]([CH3:46])=[CH:44][CH:45]=2)=[O:47])[CH:21]=1)([C:14]([CH3:16])([CH3:17])[CH3:15])([C:2]1[CH:7]=[CH:6][CH:5]=[CH:4][CH:3]=1)[C:8]1[CH:13]=[CH:12][CH:11]=[CH:10][CH:9]=1. Procedure: Starting materials (2R,6S)-4-(6-((tert-butyldiphenylsilyloxy)methyl)-2,3-difluorophenyl)-2,6-dimethylmorpholine (Intermediate 3 and N-methoxy-N, 6-dimethylnicotinamide. The reactants are NC=1C=C(C=CC1)NC1=C2N=CN(C2=NC(=N1)NC1CCC(CC1)O)CC (4-[6-(3-amino-phenylamino)-9-ethyl-9H-purin-2-ylamino]-cyclohexanol), ClC1=C(C(=CC=C1)Cl)C#CC(=O)O ((2,6-dichlorophenyl)-propargylic acid), C(C)(C)N(CC)C(C)C (N,N-di-isopropyl-N-ethylamine), ClC1=C(C(=CC=C1)Cl)C#CC(=O)O ((2,6-dichlorophenyl)-propargylic acid), [B-](F)(F)(F)F.CN(C)C(=[N+](C)C)ON1C=CC=CC1=O (TPTU), ClC1=C(C(=CC=C1)Cl)C#CC(=O)O ((2,6-dichlorophenyl)-propargylic acid), [B-](F)(F)(F)F.CN(C)C(=[N+](C)C)ON1C=CC=CC1=O (TPTU). Run in C(C)#N (acetonitrile), CN(C)C=O (DMF), CN(C)C=O (DMF), C(C)#N (acetonitrile), CN(C)C=O (DMF), CN(C)C=O (DMF), CN(C)C=O (DMF), C(C)#N (acetonitrile). Run at time 5 minute. Yields the product C(C)N1C2=NC(=NC(=C2N=C1)NC=1C=C(C=CC1)NC(C#CC1=C(C=CC=C1Cl)Cl)=O)N[C@@H]1CC[C@H](CC1)O (N-{3-[9-Ethyl-2-(trans-4-hydroxy-cyclo-hexylamino)-9H-purin-6-yl-amino]-phenyl}-3-(2,6-dichlorophenyl)-propargylic acid amide). Yield: 62.0%. RXN SMILES: [Cl:1][C:2]1[CH:7]=[CH:6][CH:5]=[C:4]([Cl:8])[C:3]=1[C:9]#[C:10][C:11]([OH:13])=O.C(N(C(C)C)CC)(C)C.[B-](F)(F)(F)F.CN(C(ON1C(=O)C=CC=C1)=[N+](C)C)C.[NH2:43][C:44]1[CH:45]=[C:46]([NH:50][C:51]2[N:59]=[C:58]([NH:60][CH:61]3[CH2:66][CH2:65][CH:64]([OH:67])[CH2:63][CH2:62]3)[N:57]=[C:56]3[C:52]=2[N:53]=[CH:54][N:55]3[CH2:68][CH3:69])[CH:47]=[CH:48][CH:49]=1>CN(C=O)C.C(#N)C>[CH2:68]([N:55]1[CH:54]=[N:53][C:52]2[C:56]1=[N:57][C:58]([NH:60][C@H:61]1[CH2:66][CH2:65][C@H:64]([OH:67])[CH2:63][CH2:62]1)=[N:59][C:51]=2[NH:50][C:46]1[CH:45]=[C:44]([NH:43][C:11](=[O:13])[C:10]#[C:9][C:3]2[C:4]([Cl:8])=[CH:5][CH:6]=[CH:7][C:2]=2[Cl:1])[CH:49]=[CH:48][CH:47]=1)[CH3:69] |f:2.3|. Reported procedure: To a solution of 4.3 g (0.02 mol) (2,6-dichlorophenyl)-propargylic acid (M. S. Reich et al., Bull. Soc. Chim. Fr. 21, 217-225 (1917)) in 120 ml DMF and 120 ml acetonitrile are added at RT 4.23 ml (0.025 mol) N,N-di-isopropyl-N-ethylamine, followed by a solution of 5.94 g (0.02 mol) TPTU (O-(1,2-dihydro-2-oxo-1-pyridyl)-N,N,N′,N′-tetramethyluronium tetrafluoroborate, Fluka, Buchs, Switzerland) in 100 ml DMF. The resulting solution is stirred at RT for 5 minutes and then added dropwise to a soluti... Starting materials: CC1=C(C=C(C(=O)Cl)C=C1)[N+](=O)[O-] (4-methyl-3-nitro-benzoyl chloride), O (water), C(C)(C)C=1C=C(C=CC1)N (3-isopropyl-phenylamine). Solvent: C1CCOC1 (THF). Conditions: time 1 hour. Yields the product C(C)(C)C=1C=C(C=CC1)NC(C1=CC(=C(C=C1)C)[N+](=O)[O-])=O (N-(3-isopropyl-phenyl)-4-methyl-3-nitro-benzamide). Reaction SMILES: [CH3:1][C:2]1[CH:10]=[CH:9][C:5]([C:6](Cl)=[O:7])=[CH:4][C:3]=1[N+:11]([O-:13])=[O:12].O.[CH:15]([C:18]1[CH:19]=[C:20]([NH2:24])[CH:21]=[CH:22][CH:23]=1)([CH3:17])[CH3:16]>C1COCC1>[CH:15]([C:18]1[CH:19]=[C:20]([NH:24][C:6](=[O:7])[C:5]2[CH:9]=[CH:10][C:2]([CH3:1])=[C:3]([N+:11]([O-:13])=[O:12])[CH:4]=2)[CH:21]=[CH:22][CH:23]=1)([CH3:17])[CH3:16]. Procedure details: To a solution of 4-methyl-3-nitro-benzoyl chloride (2.00 g, 0.010 mol) in THF (30 mL), in a water bath-cooled 100 mL RBF, was added 3-isopropyl-phenylamine (1.35 g, 0.010 mol) dropwise. The reaction was allowed to stir at room temperature for 1 hour before being concentrated. The mixture was taken up in EtOAc and washed with NaHCO3 (aq., conc.) and then brine. The solution was dried over MgSO4, filtered, and concentrated to yield N-(3-isopropyl-phenyl)-4-methyl-3-nitro-benzamide as an orange oil... Starting materials: ClC1=CC=C(C=N1)CC=1C=C2C(N(C=NC2=C2C1C=NC=C2)[C@@H]2[C@H](CCCC2)O)=O (6-[(6-chloropyridin-3-yl)methyl]-3-[(1S,2S)-2-hydroxycyclohexyl]pyrido[3,4-h]quinazolin-4(3H)-one), C(CCC)[Sn](C1=NC=CN=C1)(CCCC)CCCC (2-(tributylstannyl)-pyrazine). Reagents/catalysts: C=1C=CC(=CC1)[P](C=2C=CC=CC2)(C=3C=CC=CC3)[Pd]([P](C=4C=CC=CC4)(C=5C=CC=CC5)C=6C=CC=CC6)([P](C=7C=CC=CC7)(C=8C=CC=CC8)C=9C=CC=CC9)[P](C=1C=CC=CC1)(C=1C=CC=CC1)C=1C=CC=CC1 (tetrakis(triphenylphosphine)palladium(0)). The solvent is C(C)(=O)OCC (ethyl acetate), O1CCOCC1 (dioxane). Product: O[C@@H]1[C@H](CCCC1)N1C=NC2=C3C(=C(C=C2C1=O)CC=1C=NC(=CC1)C1=NC=CN=C1)C=NC=C3 (3-[(1S,2S)-2-Hydroxycyclohexyl]-6-[(6-pyrazin-2-ylpyridin-3-yl)methyl]pyrido[3,4-h]quinazolin-4(3H)-one). RXN SMILES: Cl[C:2]1[N:7]=[CH:6][C:5]([CH2:8][C:9]2[CH:10]=[C:11]3[C:16](=[C:17]4[CH:22]=[CH:21][N:20]=[CH:19][C:18]=24)[N:15]=[CH:14][N:13]([C@H:23]2[CH2:28][CH2:27][CH2:26][CH2:25][C@@H:24]2[OH:29])[C:12]3=[O:30])=[CH:4][CH:3]=1.C([Sn](CCCC)(CCCC)[C:36]1[CH:41]=[N:40][CH:39]=[CH:38][N:37]=1)CCC>O1CCOCC1.C(OCC)(=O)C.C1C=CC([P]([Pd]([P](C2C=CC=CC=2)(C2C=CC=CC=2)C2C=CC=CC=2)([P](C2C=CC=CC=2)(C2C=CC=CC=2)C2C=CC=CC=2)[P](C2C=CC=CC=2)(C2C=CC=CC=2)C2C=CC=CC=2)(C2C=CC=CC=2)C2C=CC=CC=2)=CC=1>[OH:29][C@H:24]1[CH2:25][CH2:26][CH2:27][CH2:28][C@@H:23]1[N:13]1[C:12](=[O:30])[C:11]2[C:16](=[C:17]3[CH:22]=[CH:21][N:20]=[CH:19][C:18]3=[C:9]([CH2:8][C:5]3[CH:6]=[N:7][C:2]([C:36]4[CH:41]=[N:40][CH:39]=[CH:38][N:37]=4)=[CH:3][CH:4]=3)[CH:10]=2)[N:15]=[CH:14]1 |^1:65,67,86,105|. Procedure details: To a solution of 6-[(6-chloropyridin-3-yl)methyl]-3-[(1S,2S)-2-hydroxycyclohexyl]pyrido[3,4-h]quinazolin-4(3H)-one (Example 1, 0.050 g, 0.12 mmol) in 1 mL of dioxane under an atmosphere of nitrogen was added 2-(tributylstannyl)-pyrazine (0.175 g, 0.475 mmol) and tetrakis(triphenylphosphine)palladium(0) (0.014 g, 0.012 mmol). The mixture was irradiated in a microwave reactor at 160° C. for 1 h, cooled to rt, and diluted with ethyl acetate. The organic solution was washed with saturated aqueous so...